This data is from the Open Reaction Database (ORD), a public repository of structured organic reaction records. The task is: describe an organic reaction: reactants, conditions, products, and yield Starting materials: C(C)(C)(C)C=1C=C(C=C(C1)C(C)(C)C)C (3,5-Di-t-butyltoluene), BrN1C(CCC1=O)=O (N-bromosuccinimide), N(=NC(C#N)(C)C)C(C#N)(C)C (azobisisobutyronitrile). Solvent: C(Cl)(Cl)(Cl)Cl (carbon tetrachloride). The product is C(C)(C)(C)C=1C=C(CBr)C=C(C1)C(C)(C)C (3,5-Di-t-butylbenzyl bromide). As a reaction SMILES: [C:1]([C:5]1[CH:6]=[C:7]([CH3:15])[CH:8]=[C:9]([C:11]([CH3:14])([CH3:13])[CH3:12])[CH:10]=1)([CH3:4])([CH3:3])[CH3:2].[Br:16]N1C(=O)CCC1=O.N(C(C)(C)C#N)=NC(C)(C)C#N>C(Cl)(Cl)(Cl)Cl>[C:1]([C:5]1[CH:6]=[C:7]([CH:8]=[C:9]([C:11]([CH3:14])([CH3:13])[CH3:12])[CH:10]=1)[CH2:15][Br:16])([CH3:4])([CH3:3])[CH3:2]. Procedure details: 3,5-Di-t-butyltoluene (5 g), N-bromosuccinimide (4.79 g) and azobisisobutyronitrile (20 mg) were dissolved in carbon tetrachloride (30 ml) and the solution was heated at reflux for 3 h. When cool, a white solid was removed by filtration, and the filtrate was concentrated yielding a yellow oil, which was used without further purification. 1H NMR (360 MHz, CDCl3) δ1.30 (18H, s, CH3), 4.45 (2H, s, CH2), 7.2 (2H, d, J=1.75 Hz, ArH), 7.4 (1H, s, ArH). Starting materials: Cc1c(Cl)nc(NCCc2ccccc2)c(=O)n1CC(=O)OCc1ccccc1, C1CCOC1, CO, [Li+], [OH-], O, O. The product is Cc1c(Cl)nc(NCCc2ccccc2)c(=O)n1CC(=O)O. Reaction SMILES: [CH2:1]([c:2]1[cH:3][cH:4][cH:5][cH:6][cH:7]1)[O:8][C:9]([CH2:10][n:11]1[c:12](=[O:28])[c:13]([NH:19][CH2:20][CH2:21][c:22]2[cH:23][cH:24][cH:25][cH:26][cH:27]2)[n:14][c:15]([Cl:18])[c:16]1[CH3:17])=[O:29].[CH2:30]1[O:31][CH2:32][CH2:33][CH2:34]1.[CH3:35][OH:36].[Li+:38].[OH-:37].[OH2:39].[OH2:40]>>[O:8]=[C:9]([CH2:10][n:11]1[c:12](=[O:28])[c:13]([NH:19][CH2:20][CH2:21][c:22]2[cH:23][cH:24][cH:25][cH:26][cH:27]2)[n:14][c:15]([Cl:18])[c:16]1[CH3:17])[OH:29].